From a dataset of the Open Reaction Database (ORD), a public repository of structured organic reaction records. describe an organic reaction: reactants, conditions, products, and yield The reactants are CCN(CC)CCOc1ccc(N)cc1, CN1Cc2cnc(S(C)(=O)=O)nc2N(C)C1=O. Product: CCN(CC)CCOc1ccc(Nc2ncc3c(n2)N(C)C(=O)N(C)C3)cc1. Reaction SMILES: [CH2:18]([CH3:19])[N:20]([CH2:21][CH2:22][O:23][c:24]1[cH:25][cH:26][c:27]([NH2:28])[cH:29][cH:30]1)[CH2:31][CH3:32].[CH3:1][N:2]1[C:3](=[O:17])[N:4]([CH3:16])[c:5]2[n:6][c:7]([S:12]([CH3:13])(=[O:14])=[O:15])[n:8][cH:9][c:10]2[CH2:11]1>>[CH3:1][N:2]1[C:3](=[O:17])[N:4]([CH3:16])[c:5]2[n:6][c:7]([NH:28][c:27]3[cH:26][cH:25][c:24]([O:23][CH2:22][CH2:21][N:20]([CH2:18][CH3:19])[CH2:31][CH3:32])[cH:30][cH:29]3)[n:8][cH:9][c:10]2[CH2:11]1.